From a dataset of the Open Reaction Database (ORD), a public repository of structured organic reaction records. describe an organic reaction: reactants, conditions, products, and yield Reactants: FC1=C(C=C(C=C1)/C=C/C1=C(C(=O)O)C=C(C=C1)OCC1=CC=C(C=C1)OC)OC ((E)-2-[2-(4-fluoro-3-methoxyphenyl)vinyl]-5-(4-methoxybenzyloxy)benzoic acid), C1(C=CC(C=C1)=O)=O (p-benzoquinone). Reagents/catalysts: CC#N.CC#N.Cl[Pd]Cl (PdCl2(MeCN)2). The solvent is C1CCOC1 (THF), C(C)(=O)OCC (ethyl acetate). Conditions: time 24 hour. Yields the product FC1=C(C=C(C=C1)C=1OC(C2=CC(=CC=C2C1)OCC1=CC=C(C=C1)OC)=O)OC (3-(4-fluoro-3-methoxyphenyl)-7-(4-methoxybenzyloxy)isochromen-1-one). Yield: 50.3%. As a reaction SMILES: [F:1][C:2]1[CH:7]=[CH:6][C:5](/[CH:8]=[CH:9]/[C:10]2[CH:18]=[CH:17][C:16]([O:19][CH2:20][C:21]3[CH:26]=[CH:25][C:24]([O:27][CH3:28])=[CH:23][CH:22]=3)=[CH:15][C:11]=2[C:12]([OH:14])=[O:13])=[CH:4][C:3]=1[O:29][CH3:30].C1(=O)C=CC(=O)C=C1>C1COCC1.C(OCC)(=O)C.CC#N.CC#N.Cl[Pd]Cl>[F:1][C:2]1[CH:7]=[CH:6][C:5]([C:8]2[O:13][C:12](=[O:14])[C:11]3[C:10]([CH:9]=2)=[CH:18][CH:17]=[C:16]([O:19][CH2:20][C:21]2[CH:22]=[CH:23][C:24]([O:27][CH3:28])=[CH:25][CH:26]=2)[CH:15]=3)=[CH:4][C:3]=1[O:29][CH3:30] |f:4.5.6|. Reported procedure: A solution of (E)-2-[2-(4-fluoro-3-methoxyphenyl)vinyl]-5-(4-methoxybenzyloxy)benzoic acid (600 mg, 1.47 mmol) in anhydrous THF (5 mL) was sparged with nitrogen for 5 min, then PdCl2(MeCN)2 (39 mg, 0.15 mmol), p-benzoquinone (175 mg, 1.62 mmol), and molecular sieves (10 mg) were added and the mixture stirred at room temperature for 24 h. The reaction mixture was diluted with ethyl acetate and washed with 1 N NaOH (aq.). The organic layer was washed with brine, dried (MgSO4) and concentrated in v... Yields the product FC(C1=CC=C(C=C1)N1C(N(CC1)CCO)=O)(F)F (2-[1-(α,α,α-trifluoro-4-tolyl)-2-imidazolidinon-3-yl]ethanol). Procedure details: To a solution of 38 g of α-{2-[1-(α,α,α-trifluoro-4-tolyl)-2-imidazolidinon-3-yl]ethoxy]toluene in 400 ml of 1,4-dioxane, 15 g of 7.5% palladium carbon were added, followed by stirring under a hydrogen gas stream at 50° C. and 30 atm for 15 hours. After the reaction mixture was filtered, the filtrate was concentrated under reduced pressure. Resulting crystals were collected by filtration and then washed with ether, whereby 16.4 g of the title compound were obtained (yield: 58%). Reagents/catalysts: [C].[Pd] (palladium carbon). Reaction SMILES: [F:1][C:2]([F:26])([F:25])[C:3]1[CH:8]=[CH:7][C:6]([N:9]2[CH2:13][CH2:12][N:11]([CH2:14][CH2:15][O:16]CC3C=CC=CC=3)[C:10]2=[O:24])=[CH:5][CH:4]=1>O1CCOCC1.[C].[Pd]>[F:26][C:2]([F:1])([F:25])[C:3]1[CH:8]=[CH:7][C:6]([N:9]2[CH2:13][CH2:12][N:11]([CH2:14][CH2:15][OH:16])[C:10]2=[O:24])=[CH:5][CH:4]=1 |f:2.3|. Run at temperature 50 celsius, time 15 hour. Yield: 57.3%. The solvent is O1CCOCC1 (1,4-dioxane). The reactants are FC(C1=CC=C(C=C1)N1C(N(CC1)CCOCC1=CC=CC=C1)=O)(F)F (α-{2-[1-(α,α,α-trifluoro-4-tolyl)-2-imidazolidinon-3-yl]ethoxy]toluene). Reaction SMILES: [Br:1][C:2]1[C:6]2[CH:7]=[N:8][CH:9]=[C:10]([F:11])[C:5]=2[NH:4][CH:3]=1.I[CH:13]([CH3:15])[CH3:14].C(=O)([O-])[O-].[K+].[K+]>>[Br:1][C:2]1[C:6]2[CH:7]=[N:8][CH:9]=[C:10]([F:11])[C:5]=2[N:4]([CH:13]([CH3:15])[CH3:14])[CH:3]=1 |f:2.3.4|. Product: BrC1=CN(C2=C1C=NC=C2F)C(C)C (3-bromo-7-fluoro-1-isopropyl-1H-pyrrolo[3,2-c]pyridine). Yield: 56.0%. Reactants: BrC1=CNC2=C1C=NC=C2F (3-bromo-7-fluoro-1H-pyrrolo[3,2-c]pyridine), IC(C)C (2-iodopropane), C([O-])([O-])=O.[K+].[K+] (potassium carbonate). Procedure details: Prepared according to the method described for Preparation 45 using 3-bromo-7-fluoro-1H-pyrrolo[3,2-c]pyridine (Preparation 48), 2-iodopropane and potassium carbonate as base. Purified using silica gel column chromatography eluting with 100% heptanes to 50:50 Heptane:EtOAc to afford the title compound (845 mg, 56%).